This data is from the Open Reaction Database (ORD), a public repository of structured organic reaction records. The task is: describe an organic reaction: reactants, conditions, products, and yield Reactants: CCc1cnc(N2CCC(Oc3cc[nH]c(=O)c3)CC2)nc1, CS(=O)(=O)c1ccc(F)c(F)c1, [H-], [Na+], CN(C)C=O. Yields the product CCc1cnc(N2CCC(Oc3ccn(-c4ccc(S(C)(=O)=O)cc4F)c(=O)c3)CC2)nc1. RXN SMILES: [CH2:1]([CH3:2])[c:3]1[cH:4][n:5][c:6]([N:9]2[CH2:10][CH2:11][CH:12]([O:15][c:16]3[cH:17][c:18](=[O:22])[nH:19][cH:20][cH:21]3)[CH2:13][CH2:14]2)[n:7][cH:8]1.[F:25][c:26]1[c:27]([F:36])[cH:28][c:29]([S:32](=[O:33])(=[O:34])[CH3:35])[cH:30][cH:31]1.[H-:23].[Na+:24].[O:37]=[CH:38][N:39]([CH3:40])[CH3:41]>>[CH2:1]([CH3:2])[c:3]1[cH:4][n:5][c:6]([N:9]2[CH2:10][CH2:11][CH:12]([O:15][c:16]3[cH:17][c:18](=[O:22])[n:19](-[c:26]4[c:27]([F:36])[cH:28][c:29]([S:32](=[O:33])(=[O:34])[CH3:35])[cH:30][cH:31]4)[cH:20][cH:21]3)[CH2:13][CH2:14]2)[n:7][cH:8]1. The reactants are C(C1=CC=CC=C1)OC1=C2CCCC(C2=CC=C1)C(=O)O (5-benzyloxy-1,2,3,4-tetrahydronaphthalene-1-carboxylic acid), C(C1=CC=CC=C1)OC=1C=C(C=CC1OCC1=CC=CC=C1)CNC1=CC=C(C=C1)C(C)C ([(3,4-dibenzyloxyphenyl)methyl](4-isopropylphenyl)amine). The product is C(C1=CC=CC=C1)OC1=C2CCCC(C2=CC=C1)C(=O)N(C1=CC=C(C=C1)C(C)C)CC1=CC(=C(C=C1)OCC1=CC=CC=C1)OCC1=CC=CC=C1 (5-benzyloxy-N-[(3,4-dibenzyloxyphenyl)methyl]-N-(4-isopropylphenyl)-1,2,3,4-tetrahydronaphthalene-1-carboxamide). Isolated yield 65.8%. As a reaction SMILES: [CH2:1]([O:8][C:9]1[CH:18]=[CH:17][CH:16]=[C:15]2[C:10]=1[CH2:11][CH2:12][CH2:13][CH:14]2[C:19]([OH:21])=O)[C:2]1[CH:7]=[CH:6][CH:5]=[CH:4][CH:3]=1.[CH2:22]([O:29][C:30]1[CH:31]=[C:32]([CH2:44][NH:45][C:46]2[CH:51]=[CH:50][C:49]([CH:52]([CH3:54])[CH3:53])=[CH:48][CH:47]=2)[CH:33]=[CH:34][C:35]=1[O:36][CH2:37][C:38]1[CH:43]=[CH:42][CH:41]=[CH:40][CH:39]=1)[C:23]1[CH:28]=[CH:27][CH:26]=[CH:25][CH:24]=1>>[CH2:1]([O:8][C:9]1[CH:18]=[CH:17][CH:16]=[C:15]2[C:10]=1[CH2:11][CH2:12][CH2:13][CH:14]2[C:19]([N:45]([CH2:44][C:32]1[CH:33]=[CH:34][C:35]([O:36][CH2:37][C:38]2[CH:39]=[CH:40][CH:41]=[CH:42][CH:43]=2)=[C:30]([O:29][CH2:22][C:23]2[CH:24]=[CH:25][CH:26]=[CH:27][CH:28]=2)[CH:31]=1)[C:46]1[CH:47]=[CH:48][C:49]([CH:52]([CH3:53])[CH3:54])=[CH:50][CH:51]=1)=[O:21])[C:2]1[CH:3]=[CH:4][CH:5]=[CH:6][CH:7]=1. Procedure: By the reaction and treatment in the same manner as in Example 12 using 5-benzyloxy-1,2,3,4-tetrahydronaphthalene-1-carboxylic acid (1.94 g) and [(3,4-dibenzyloxyphenyl)methyl](4-isopropylphenyl)amine (2.5 g) as starting materials, 5-benzyloxy-N-[(3,4-dibenzyloxyphenyl)methyl]-N-(4-isopropylphenyl)-1,2,3,4-tetrahydronaphthalene-1-carboxamide (2.64 g) was obtained. By the reaction and treatment in the same manner as in Example 17 using this compound, N-[(3,4-dihydroxyphenyl)methyl]-5-hydroxy-N-(4...